This data is from the Open Reaction Database (ORD), a public repository of structured organic reaction records. The task is: describe an organic reaction: reactants, conditions, products, and yield The reactants are CCO, COC(=O)c1ccc(Cl)c([N+](=O)[O-])c1. Product: COC(=O)c1ccc(Cl)c(N)c1. Reaction SMILES: [CH3:15][CH2:16][OH:17].[CH3:1][O:2][C:3]([c:4]1[cH:5][c:6]([N+:11]([O-:12])=[O:13])[c:7]([Cl:10])[cH:8][cH:9]1)=[O:14]>>[CH3:1][O:2][C:3]([c:4]1[cH:5][c:6]([NH2:11])[c:7]([Cl:10])[cH:8][cH:9]1)=[O:14]. Starting materials: C(C)(=O)O[C@H]1[C@@H](C[C@@H](C[C@@H]1C)C1=C(C=NC=C1)N)NC(=O)OC(C)(C)C ((1R,2R,4R,6S)-4-(3-aminopyridin-4-yl)-2-(tert-butoxycarbonylamino)-6-methylcyclohexyl acetate), BrC1=C(C=CC(=N1)C(=O)O)F (6-bromo-5-fluoropicolinic acid). Solvent: CCOC(=O)C (EtOAc). Yields the product C(C)(=O)O[C@H]1[C@@H](C[C@@H](C[C@@H]1C)C1=C(C=NC=C1)NC(C1=NC(=C(C=C1)F)Br)=O)NC(=O)OC(C)(C)C ((1R,2R,4R,6S)-4-(3-(6-bromo-5-fluoropicolinamido)pyridin-4-yl)-2-(tert-butoxycarbonylamino)-6-methylcyclohexyl acetate). RXN SMILES: [C:1]([O:4][C@@H:5]1[C@@H:10]([CH3:11])[CH2:9][C@@H:8]([C:12]2[CH:17]=[CH:16][N:15]=[CH:14][C:13]=2[NH2:18])[CH2:7][C@H:6]1[NH:19][C:20]([O:22][C:23]([CH3:26])([CH3:25])[CH3:24])=[O:21])(=[O:3])[CH3:2].[Br:27][C:28]1[N:33]=[C:32]([C:34](O)=[O:35])[CH:31]=[CH:30][C:29]=1[F:37]>CCOC(C)=O>[C:1]([O:4][C@@H:5]1[C@@H:10]([CH3:11])[CH2:9][C@@H:8]([C:12]2[CH:17]=[CH:16][N:15]=[CH:14][C:13]=2[NH:18][C:34](=[O:35])[C:32]2[CH:31]=[CH:30][C:29]([F:37])=[C:28]([Br:27])[N:33]=2)[CH2:7][C@H:6]1[NH:19][C:20]([O:22][C:23]([CH3:25])([CH3:24])[CH3:26])=[O:21])(=[O:3])[CH3:2]. Procedure: Following Method 9, (1R,2R,4R,6S)-4-(3-aminopyridin-4-yl)-2-(tert-butoxycarbonylamino)-6-methylcyclohexyl acetate and 6-bromo-5-fluoropicolinic acid were coupled and following addition of EtOAc and washing with H2O, NaCl(sat.) and drying over MgSO4, (1R,2R,4R,6S)-4-(3-(6-bromo-5-fluoropicolinamido)pyridin-4-yl)-2-(tert-butoxycarbonylamino)-6-methylcyclohexyl acetate was obtained. LCMS (m/z): 567.2 (MH+), Rt=0.82 min. Reactants: CCc1cccc2c3c([nH]c12)C(CC)(CC(=O)OC)OCC3N, CCO, Cl, N#CO[K], O. Yields the product CCc1cccc2c3c([nH]c12)C(CC)(CC(=O)OC)OCC3NC(N)=O. As a reaction SMILES: [CH3:1][O:2][C:3]([CH2:4][C:5]1([CH2:21][CH3:22])[O:6][CH2:7][CH:8]([NH2:20])[c:9]2[c:10]1[nH:11][c:12]1[c:13]([CH2:18][CH3:19])[cH:14][cH:15][cH:16][c:17]21)=[O:23].[CH3:29][CH2:30][OH:31].[ClH:24].[K:25][O:26][C:27]#[N:28].[OH2:32]>>[CH3:1][O:2][C:3]([CH2:4][C:5]1([CH2:21][CH3:22])[O:6][CH2:7][CH:8]([NH:20][C:27](=[O:26])[NH2:28])[c:9]2[c:10]1[nH:11][c:12]1[c:13]([CH2:18][CH3:19])[cH:14][cH:15][cH:16][c:17]21)=[O:23]. The reactants are C12C(CC=CC1)C(=O)OC2=O (4-cyclohexene-1,2-dicarboxylic acid anhydride), [Pd](Cl)Cl.C(C)#N (acetonitrile palladium dichloride), [Pd](Cl)Cl.C(C)#N (acetonitrile palladium dichloride), C(=C)OCC(C)C (isobutyl vinyl ether). The solvent is CN(C=O)C (dimethyl formamide). The product is [Pd](Cl)Cl.C(=C)OCC(C)C (Isobutyl vinyl ether palladium dichloride). The yield is 90.0%. RXN SMILES: C12C(=O)OC(=O)C1CC=CC2.[Pd:12]([Cl:14])[Cl:13].C(#N)C.[CH:18]([O:20][CH2:21][CH:22]([CH3:24])[CH3:23])=[CH2:19]>CN(C)C=O>[Pd:12]([Cl:14])[Cl:13].[CH:18]([O:20][CH2:21][CH:22]([CH3:24])[CH3:23])=[CH2:19] |f:1.2,5.6|. Reported procedure: 4-cyclohexene-1,2-dicarboxylic acid anhydride is dissolved in three times the amount of dimethyl formamide, and an equimolar quantity of acetonitrile palladium dichloride is added in the course of 2 hours at 40° C. Dimethylformamide and acetonitrile are distilled off at 45° C./25 mbar. A brownish solid melting at from 53° to 54° C. is obtained in 90% yield. Isobutyl vinyl ether palladium dichloride is prepared analogously from acetonitrile palladium dichloride and isobutyl vinyl ether, melting p... Reactants: C1(C=2C(C(=O)O1)=CC=CC2)=O (phthalic anhydride), NC1CCN(CC1)CC1=CC=CC=C1 (4-amino-1-benzyl-piperidine). Run in CO (methanol). Reaction conditions: temperature 150 celsius. Yields the product C(C1=CC=CC=C1)N1CCC(CC1)N1C(C=2C(C1=O)=CC=CC2)=O (1-benzyl-4-phthalimidopiperidine). Reaction SMILES: [C:1]1(=[O:11])[O:6][C:4](=O)[C:3]2=[CH:7][CH:8]=[CH:9][CH:10]=[C:2]12.[NH2:12][CH:13]1[CH2:18][CH2:17][N:16]([CH2:19][C:20]2[CH:25]=[CH:24][CH:23]=[CH:22][CH:21]=2)[CH2:15][CH2:14]1>CO>[CH2:19]([N:16]1[CH2:17][CH2:18][CH:13]([N:12]2[C:1](=[O:11])[C:2]3=[CH:10][CH:9]=[CH:8][CH:7]=[C:3]3[C:4]2=[O:6])[CH2:14][CH2:15]1)[C:20]1[CH:21]=[CH:22][CH:23]=[CH:24][CH:25]=1. Procedure details: 16.8 Grams of phthalic anhydride and 21.6 grams of 4-amino-1-benzyl-piperidine were stirred together while they were being heated in an oil bath at 150° C. for 30 minutes. On cooling, the resulting glassy solid was heated with 400 milliliters of methanol to give 26.5 grams of 1-benzyl-4-phthalimidopiperidine. Melting point: 154°-7° C. Starting materials: S(O)(O)(=O)=O (sulfuric acid), C(C)(C)(C)P(C(C)(C)C)Cl (di-tert-butylphosphinous chloride), O1CCCC1 (tetrahydrofuran), C(C)(C)(C)P(C(C)(C)C)Cl (di-tert-butylphosphinous chloride), O1CCCC1 (tetrahydrofuran), C(C)[Mg]Cl (ethylmagnesium chloride). The reagents and catalysts are [Cu]Br (copper(I) bromide). The solvent is C1(=CC=CC=C1)C (toluene). Run at time 2 hour. Yields the product C(C)(C)(C)P(CC)C(C)(C)C (di-tert-butylethylphosphine). Isolated yield 88.2%. RXN SMILES: [C:1]([P:5](Cl)[C:6]([CH3:9])([CH3:8])[CH3:7])([CH3:4])([CH3:3])[CH3:2].O1CC[CH2:13][CH2:12]1.C([Mg]Cl)C.S(=O)(=O)(O)O>[Cu]Br.C1(C)C=CC=CC=1>[C:1]([P:5]([C:6]([CH3:9])([CH3:8])[CH3:7])[CH2:12][CH3:13])([CH3:4])([CH3:3])[CH3:2]. Reported procedure: In a 300 ml four-necked flask thoroughly purged with nitrogen, 18.1 g (0.1 mol) of di-tert-butylphosphinous chloride, 0.28 g (0.002- mol (corresponding to 2% by mol)) of copper(I) bromide and 60 ml of tetrahydrofuran were placed. To the contents of the flask, 55 ml (0.11 mol) of a tetrahydrofuran solution of ethylmagnesium chloride having a concentration of 2 mol/liter was dropwise added over a period of 1 hour with maintaining the temperature at 25° C. to 30° C. After the dropwise addition was ...